Dataset: the Open Reaction Database (ORD), a public repository of structured organic reaction records. Task: describe an organic reaction: reactants, conditions, products, and yield Run in C1(=CC=CC=C1)C (toluene). The product is ClC=1C=C(C=CC1Cl)C12C(NCC2C1)=O ((±)-1-(3,4-dichloro-phenyl)-3-aza-bicyclo[3.1.0]hexan-2-one). RXN SMILES: [Cl:1][C:2]1[CH:3]=[C:4]([C:9]23[CH2:14][CH:13]2[C:12](=O)[NH:11][C:10]3=[O:16])[CH:5]=[CH:6][C:7]=1[Cl:8].COCCO[AlH2-]OCCOC.[Na+]>C1(C)C=CC=CC=1>[Cl:1][C:2]1[CH:3]=[C:4]([C:9]23[CH2:14][CH:13]2[CH2:12][NH:11][C:10]3=[O:16])[CH:5]=[CH:6][C:7]=1[Cl:8] |f:1.2|. Procedure details: 1-(3,4-dichlorophenyl)-3-aza-bicyclo[3.1.0]hexane-2,4-dione and toluene were combined in a 500 mL round-bottomed flask and stirred under Ar (g) for 10 min while cooling in an ice bath. Red-Al® was added via addition funnel drop-wise over several minutes. Upon complete addition, the ice bath was removed and the reaction stirred at ambient temperature overnight. The reaction mixture was cooled in an ice bath and 150 mL of 5N NaOH was carefully added. The phases were separated and the aqueous phase... Starting materials: ( g ), ClC=1C=C(C=CC1Cl)C12C(NC(C2C1)=O)=O (1-(3,4-dichlorophenyl)-3-aza-bicyclo[3.1.0]hexane-2,4-dione), COCCO[AlH2-]OCCOC.[Na+] (Red-Al). Conditions: time 8 hour. Starting materials: CC(=O)N(c1ccc(Cl)cc1)C1CC(C)N(C(=O)c2ccc(OCCC(C)(C)C(=O)O)cc2)c2ccccc21, ClCCl, CS(N)(=O)=O, O=C(Cl)C(=O)Cl, CN(C)C=O. Product: CC(=O)N(c1ccc(Cl)cc1)C1CC(C)N(C(=O)c2ccc(OCCC(C)(C)C(=O)NS(C)(=O)=O)cc2)c2ccccc21. Reaction SMILES: [C:1]([CH3:2])(=[O:3])[N:4]([CH:5]1[CH2:6][CH:7]([CH3:32])[N:8]([C:15](=[O:16])[c:17]2[cH:18][cH:19][c:20]([O:21][CH2:22][CH2:23][C:24]([C:25](=[O:26])[OH:27])([CH3:28])[CH3:29])[cH:30][cH:31]2)[c:9]2[cH:10][cH:11][cH:12][cH:13][c:14]21)[c:33]1[cH:34][cH:35][c:36]([Cl:39])[cH:37][cH:38]1.[CH2:50]([Cl:51])[Cl:52].[CH3:45][S:46](=[O:47])(=[O:48])[NH2:49].[Cl:53][C:54]([C:55]([Cl:56])=[O:57])=[O:58].[O:40]=[CH:41][N:42]([CH3:43])[CH3:44]>>[C:1]([CH3:2])(=[O:3])[N:4]([CH:5]1[CH2:6][CH:7]([CH3:32])[N:8]([C:15](=[O:16])[c:17]2[cH:18][cH:19][c:20]([O:21][CH2:22][CH2:23][C:24]([C:25](=[O:27])[NH:49][S:46]([CH3:45])(=[O:47])=[O:48])([CH3:28])[CH3:29])[cH:30][cH:31]2)[c:9]2[cH:10][cH:11][cH:12][cH:13][c:14]21)[c:33]1[cH:34][cH:35][c:36]([Cl:39])[cH:37][cH:38]1. The reactants are CC(O)CN(C=O)c1cc(OCc2ccccc2)ccc1C=O, C1CCOC1, [Na+], [OH-]. The product is CC(O)CNc1cc(OCc2ccccc2)ccc1C=O. Reaction SMILES: [CH2:1]([c:2]1[cH:3][cH:4][cH:5][cH:6][cH:7]1)[O:8][c:9]1[cH:10][cH:11][c:12]([CH:22]=[O:23])[c:13]([N:15]([CH:16]=[O:17])[CH2:18][CH:19]([CH3:20])[OH:21])[cH:14]1.[CH2:26]1[O:27][CH2:28][CH2:29][CH2:30]1.[Na+:25].[OH-:24]>>[CH2:1]([c:2]1[cH:3][cH:4][cH:5][cH:6][cH:7]1)[O:8][c:9]1[cH:10][cH:11][c:12]([CH:22]=[O:23])[c:13]([NH:15][CH2:18][CH:19]([CH3:20])[OH:21])[cH:14]1. As a reaction SMILES: [CH3:1][O:2][c:3]1[cH:4][c:5]([C:11]([C:12]#[N:13])([CH2:14][CH2:15][CH2:16][CH2:17][CH2:18][N:19]2[CH2:20][c:21]3[cH:22][c:23]([O:31][Si:32]([C:33]([CH3:34])([CH3:35])[CH3:36])([CH3:37])[CH3:38])[c:24]([O:29][CH3:30])[cH:25][c:26]3[CH2:27][CH2:28]2)[S:39][c:40]2[cH:41][cH:42][c:43]([CH3:46])[cH:44][cH:45]2)[cH:6][cH:7][c:8]1[O:9][CH3:10].[CH3:48][CH2:49][CH2:50][CH2:51][N+:52]([CH2:53][CH2:54][CH2:55][CH3:56])([CH2:57][CH2:58][CH2:59][CH3:60])[CH2:61][CH2:62][CH2:63][CH3:64].[F-:47].[O:65]1[CH2:66][CH2:67][CH2:68][CH2:69]1>>[CH3:1][O:2][c:3]1[cH:4][c:5]([C:11]([C:12]#[N:13])([CH2:14][CH2:15][CH2:16][CH2:17][CH2:18][N:19]2[CH2:20][c:21]3[cH:22][c:23]([OH:31])[c:24]([O:29][CH3:30])[cH:25][c:26]3[CH2:27][CH2:28]2)[S:39][c:40]2[cH:41][cH:42][c:43]([CH3:46])[cH:44][cH:45]2)[cH:6][cH:7][c:8]1[O:9][CH3:10]. Yields the product COc1cc2c(cc1O)CN(CCCCCC(C#N)(Sc1ccc(C)cc1)c1ccc(OC)c(OC)c1)CC2. Starting materials: COc1ccc(C(C#N)(CCCCCN2CCc3cc(OC)c(O[Si](C)(C)C(C)(C)C)cc3C2)Sc2ccc(C)cc2)cc1OC, CCCC[N+](CCCC)(CCCC)CCCC, [F-], C1CCOC1. Yields the product BrC=1C=C(C=C(C1)OC)C=1C=CC=2C(=NON2)C1 (5-(3-bromo-5-methoxyphenyl)benzofurazan). Solvent: CN(C=O)C (dimethylformamide). Reaction SMILES: [Br:1][C:2]1[CH:3]=[C:4]([C:9]2[CH:10]=[CH:11][C:12]3[C:13]([CH:17]=2)=[N:14][O:15][N:16]=3)[CH:5]=[C:6]([OH:8])[CH:7]=1.[C:18](=O)([O-])[O-].[K+].[K+].CI.O>CN(C)C=O>[Br:1][C:2]1[CH:3]=[C:4]([C:9]2[CH:10]=[CH:11][C:12]3[C:13]([CH:17]=2)=[N:14][O:15][N:16]=3)[CH:5]=[C:6]([O:8][CH3:18])[CH:7]=1 |f:1.2.3|. Reported procedure: A stirred mixture of 5-(3-bromo-5-hydroxyphenyl)benzofurazan (8.70 g, 30 mmol), potassium carbonate (14.42 g. 90 mmol) and methyl iodide (2.83 mL, 45 mmol) in dimethylformamide (100 mL) is stirred at 18° C. for 16 h. The mixture is then treated with water (600 mL) and extracted with ethyl acetate (3×150 mL). The combined extracts are washed (saturated NaCl), dried (Na2SO4), filtered and the solvent is evaporated off under reduced pressure to yield the crude product which is purified by recrystal... Run at temperature 18 celsius, time 16 hour. Starting materials: O (water), BrC=1C=C(C=C(C1)O)C=1C=CC=2C(=NON2)C1 (5-(3-bromo-5-hydroxyphenyl)benzofurazan), C([O-])([O-])=O.[K+].[K+] (potassium carbonate), CI (methyl iodide). The reactants are C(C)(=O)N1CCC(CC1)C(=O)N1C[C@H]([C@@H](CC1)NC)C1=CC(=C(C=C1)Cl)Cl ((3R,4R)-1-[(1-acetylpiperidin-4-yl)carbonyl]-3-(3,4-dichlorophenyl)-N-methylpiperidin-4-amine), C1(=CC=CC=C1)C1=NOC(=C1)C(=O)O (3-phenylisoxazole-5-carboxylic acid). Product: C(C)(=O)N1CCC(CC1)C(=O)N1C[C@H]([C@@H](CC1)N(C(=O)C1=CC(=NO1)C1=CC=CC=C1)C)C1=CC(=C(C=C1)Cl)Cl (N-[(3R,4R)-1-[(1-acetylpiperidin-4-yl)carbonyl]-3-(3,4-dichlorophenyl)piperidin-4-yl]-N-methyl-3-phenylisoxazole-5-carboxamide). Reaction SMILES: [C:1]([N:4]1[CH2:9][CH2:8][CH:7]([C:10]([N:12]2[CH2:17][CH2:16][C@@H:15]([NH:18][CH3:19])[C@H:14]([C:20]3[CH:25]=[CH:24][C:23]([Cl:26])=[C:22]([Cl:27])[CH:21]=3)[CH2:13]2)=[O:11])[CH2:6][CH2:5]1)(=[O:3])[CH3:2].[C:28]1([C:34]2[CH:38]=[C:37]([C:39]([OH:41])=O)[O:36][N:35]=2)[CH:33]=[CH:32][CH:31]=[CH:30][CH:29]=1>>[C:1]([N:4]1[CH2:5][CH2:6][CH:7]([C:10]([N:12]2[CH2:17][CH2:16][C@@H:15]([N:18]([CH3:19])[C:39]([C:37]3[O:36][N:35]=[C:34]([C:28]4[CH:29]=[CH:30][CH:31]=[CH:32][CH:33]=4)[CH:38]=3)=[O:41])[C@H:14]([C:20]3[CH:25]=[CH:24][C:23]([Cl:26])=[C:22]([Cl:27])[CH:21]=3)[CH2:13]2)=[O:11])[CH2:8][CH2:9]1)(=[O:3])[CH3:2]. Procedure: Using the compound obtained in Example 78 and 3-phenylisoxazole-5-carboxylic acid, and by the reaction and purification in the same manner as in Example 3, the title compound was obtained. Reactants: CC(C)OC(=O)CCCCCOc1cc2c(cc1N)nc(-c1ccccc1)n2-c1ccccc1, [Cl-], O=S(=O)(O)c1ccc(Cl)cc1. The product is CC(C)OC(=O)CCCCCOc1cc2c(cc1NS(=O)(=O)c1ccc(Cl)cc1)nc(-c1ccccc1)n2-c1ccccc1. Reaction SMILES: [CH:1]([CH3:2])([CH3:3])[O:4][C:5]([CH2:6][CH2:7][CH2:8][CH2:9][CH2:10][O:11][c:12]1[c:13]([NH2:33])[cH:14][c:15]2[c:16]([n:17](-[c:26]3[cH:27][cH:28][cH:29][cH:30][cH:31]3)[c:18](-[c:20]3[cH:21][cH:22][cH:23][cH:24][cH:25]3)[n:19]2)[cH:32]1)=[O:34].[Cl-:35].[Cl:36][c:37]1[cH:38][cH:39][c:40]([S:43](=[O:44])(=[O:45])[OH:46])[cH:41][cH:42]1>>[CH:1]([CH3:2])([CH3:3])[O:4][C:5]([CH2:6][CH2:7][CH2:8][CH2:9][CH2:10][O:11][c:12]1[c:13]([NH:33][S:43]([c:40]2[cH:39][cH:38][c:37]([Cl:36])[cH:42][cH:41]2)(=[O:44])=[O:45])[cH:14][c:15]2[c:16]([n:17](-[c:26]3[cH:27][cH:28][cH:29][cH:30][cH:31]3)[c:18](-[c:20]3[cH:21][cH:22][cH:23][cH:24][cH:25]3)[n:19]2)[cH:32]1)=[O:34]. Starting materials: COC(=O)c1c[nH]c(=O)c(F)c1Nc1ccc(Br)cc1F, CO, Cl, [Li+], [OH-]. Product: O=C(O)c1c[nH]c(=O)c(F)c1Nc1ccc(Br)cc1F. As a reaction SMILES: [CH3:1][O:2][C:3](=[O:4])[c:5]1[cH:6][nH:7][c:8](=[O:21])[c:9]([F:20])[c:10]1[NH:11][c:12]1[c:13]([F:19])[cH:14][c:15]([Br:18])[cH:16][cH:17]1.[CH3:25][OH:26].[ClH:24].[Li+:23].[OH-:22]>>[O:2]=[C:3]([OH:4])[c:5]1[cH:6][nH:7][c:8](=[O:21])[c:9]([F:20])[c:10]1[NH:11][c:12]1[c:13]([F:19])[cH:14][c:15]([Br:18])[cH:16][cH:17]1. Reactants: COC[C@H]1[C@@]([C@H]1/C=C/C(=C/C(=O)O)/C)(C1=CC=2C(CCC(C2C=C1)(C)C)(C)C)C ((+)-(1S, 2R, 3R)-5-[3-Methoxymethyl-2-methyl-2-(5,5,8,8-tetramethyl-5,6,7,8-tetrahydro-naphthalen-2-yl)-cyclopropyl]-3-methyl-penta-2E,4E-dienoic Acid), COC[C@@H]1[C@]([C@@H]1/C=C/C(=C/C(=O)OCC)/C)(C1=CC=2C(CCC(C2C=C1)(C)C)(C)C)C (Ethyl (−)-(1R, 2S, 3S)-5-[3-methoxymethyl-2-methyl-2-(5,5,8,8-tetramethyl-5,6,7,8-tetrahydro-naphthalen-2-yl)-cyclopropyl]-3-methyl-penta-2E,4E-dienoate). The product is COC[C@@H]1[C@]([C@@H]1/C=C/C(=C/C(=O)O)/C)(C1=CC=2C(CCC(C2C=C1)(C)C)(C)C)C ((−)-(1R, 2S, 3 S)-5-[3-Methoxymethyl-2-methyl-2-(5,5,8,8-tetramethyl-5,6,7,8-tetrahydro-naphthalen-2-yl)-cyclopropyl]-3-methyl-penta-2E,4E-dienoic acid). The yield is 85.0%. Reaction SMILES: [CH3:1][O:2][CH2:3][C@@H:4]1[C@H:6](/[CH:7]=[CH:8]/[C:9](/[CH3:14])=[CH:10]/[C:11]([OH:13])=[O:12])[C@@:5]1([CH3:29])[C:15]1[CH:24]=[CH:23][C:22]2[C:21]([CH3:26])([CH3:25])[CH2:20][CH2:19][C:18]([CH3:28])([CH3:27])[C:17]=2[CH:16]=1.COC[C@H]1[C@@H](/C=C/C(/C)=C/C(OCC)=O)[C@]1(C)C1C=CC2C(C)(C)CCC(C)(C)C=2C=1>>[CH3:1][O:2][CH2:3][C@H:4]1[C@@H:6](/[CH:7]=[CH:8]/[C:9](/[CH3:14])=[CH:10]/[C:11]([OH:13])=[O:12])[C@:5]1([CH3:29])[C:15]1[CH:24]=[CH:23][C:22]2[C:21]([CH3:26])([CH3:25])[CH2:20][CH2:19][C:18]([CH3:28])([CH3:27])[C:17]=2[CH:16]=1. Procedure: Following a procedure similar to that for the preparation of Compound 20a but using Compound 17a as the starting material afforded the title compound (42 mg, 85% yield) as a white solid: